This data is from the Open Reaction Database (ORD), a public repository of structured organic reaction records. The task is: describe an organic reaction: reactants, conditions, products, and yield Starting materials: BrCC1CCCCO1, BrCc1ccccn1, Br, N#Cc1ccc2c(c1)OCC21C(=O)Nc2ccccc21. The product is N#Cc1ccc2c(c1)OCC21C(=O)N(Cc2ccccn2)c2ccccc21. Reaction SMILES: [Br:10][CH2:11][CH:12]1[CH2:13][CH2:14][CH2:15][CH2:16][O:17]1.[Br:2][CH2:3][c:4]1[n:5][cH:6][cH:7][cH:8][cH:9]1.[BrH:1].[O:18]=[C:19]1[NH:20][c:21]2[cH:22][cH:23][cH:24][cH:25][c:26]2[C:27]12[CH2:28][O:29][c:30]1[c:31]2[cH:32][cH:33][c:34]([C:36]#[N:37])[cH:35]1>>[CH2:3]([c:4]1[n:5][cH:6][cH:7][cH:8][cH:9]1)[N:20]1[C:19](=[O:18])[C:27]2([c:26]3[c:21]1[cH:22][cH:23][cH:24][cH:25]3)[CH2:28][O:29][c:30]1[c:31]2[cH:32][cH:33][c:34]([C:36]#[N:37])[cH:35]1.